Dataset: the Open Reaction Database (ORD), a public repository of structured organic reaction records. Task: describe an organic reaction: reactants, conditions, products, and yield Starting materials: BrC1=CC=C(C=C1)S(=O)(=O)OCC([C@H]1[C@@H](C[C@H]2[C@@H]3CCC4=CC(C=C[C@]4(C)C3=CC[C@]12C)=O)C)=O (21-(4-Bromobenzenesulfonyloxy)-16α-methyl-pregna-1,4,9(11)-triene-3,20-dione), C1(CCCC1)NC1=NC(=CC(=N1)NC1CCCC1)N1CCNCC1 (2,4-bis(cyclopentylamino)-6-(1-piperazinyl)pyrimidine). The product is C1(CCCC1)NC1=NC(=CC(=N1)NC1CCCC1)N1CCN(CC1)CC([C@H]1[C@@H](C[C@H]2[C@@H]3CCC4=CC(C=C[C@]4(C)C3=CC[C@]12C)=O)C)=O (21-{4-[2,4-bis(cyclopentylamino)-6-pyrimidinyl]-1-piperazinyl}-16α-methyl-pregna-1,4,9(11)-triene-3,20-dione). Yield: 73.1%. As a reaction SMILES: BrC1C=CC(S(O[CH2:12][C:13](=[O:35])[C@@H:14]2[C@:31]3([CH3:32])[C@H:17]([C@H:18]4[C:28](=[CH:29][CH2:30]3)[C@:26]3([CH3:27])[C:21](=[CH:22][C:23](=[O:33])[CH:24]=[CH:25]3)[CH2:20][CH2:19]4)[CH2:16][C@H:15]2[CH3:34])(=O)=O)=CC=1.[CH:36]1([NH:41][C:42]2[N:47]=[C:46]([NH:48][CH:49]3[CH2:53][CH2:52][CH2:51][CH2:50]3)[CH:45]=[C:44]([N:54]3[CH2:59][CH2:58][NH:57][CH2:56][CH2:55]3)[N:43]=2)[CH2:40][CH2:39][CH2:38][CH2:37]1>>[CH:36]1([NH:41][C:42]2[N:47]=[C:46]([NH:48][CH:49]3[CH2:50][CH2:51][CH2:52][CH2:53]3)[CH:45]=[C:44]([N:54]3[CH2:59][CH2:58][N:57]([CH2:12][C:13](=[O:35])[C@@H:14]4[C@:31]5([CH3:32])[C@H:17]([C@H:18]6[C:28](=[CH:29][CH2:30]5)[C@:26]5([CH3:27])[C:21](=[CH:22][C:23](=[O:33])[CH:24]=[CH:25]5)[CH2:20][CH2:19]6)[CH2:16][C@H:15]4[CH3:34])[CH2:56][CH2:55]3)[N:43]=2)[CH2:37][CH2:38][CH2:39][CH2:40]1. Reported procedure: 21-(4-Bromobenzenesulfonyloxy)-16α-methyl-pregna-1,4,9(11)-triene-3,20-dione is reacted with 2,4-bis(cyclopentylamino)-6-(1-piperazinyl)pyrimidine according to the method of Example 6 to obtain the title compound in a yield of 73.1%, m.p.:180°-185° C.